Task: describe an organic reaction: reactants, conditions, products, and yield. Dataset: the Open Reaction Database (ORD), a public repository of structured organic reaction records The reactants are Cl.Cl.ClC1=CC2=C(C=3C=NNC13)CN(C([C@@H](C2)CC(=O)O)=O)CC2=CC=NC=C2 ((S)-2-(4-Chloro-8-oxo-9-(pyridin-4-ylmethyl)-3,6,7,8,9,10-hexahydroazepino[3,4-e]indazol-7-yl)acetic acid dihydrochloride), Cl.O=C1NC2=CC=CC=C2CN1C1CCNCC1 (4-(2-oxo-1,4-dihydro-2H-quinazolin-3-yl) piperidine hydrochloride), ClC1=CC2=C(C=3C=NNC13)CN(C([C@@H](C2)CC(N2CCC(CC2)N2C(NC1=CC=CC=C1C2)=O)=O)=O)CC(C)(C)C (4-Chloro-9-(2,2-dimethyl-propyl)-7-(S)-{2-oxo-2-[4-(2-oxo-1,4-dihydro-2H-quinazolin-3-yl)-piperidin-1-yl]-ethyl}-6,7,9,10-tetrahydro-3H-2,3,9-triaza-cyclohepta[e]inden-8-one). Product: ClC1=CC2=C(C=3C=NNC13)CN(C([C@@H](C2)CC(N2CCC(CC2)N2C(NC1=CC=CC=C1C2)=O)=O)=O)CC2=CC=NC=C2 ((S)-4-Chloro-7-(2-oxo-2-(4-(2-oxo-1,2-dihydroquinazolin-3(4H)-yl)piperidin-1-yl)ethyl)-9-(pyridin-4-ylmethyl)-6,7,9,10-tetrahydroazepino[3,4-e]indazol-8(3H)-one). Isolated yield 27.0%. Reaction SMILES: Cl.Cl.[Cl:3][C:4]1[C:12]2[NH:11][N:10]=[CH:9][C:8]=2[C:7]2[CH2:13][N:14]([CH2:23][C:24]3[CH:29]=[CH:28][N:27]=[CH:26][CH:25]=3)[C:15](=[O:22])[C@H:16]([CH2:18][C:19](O)=[O:20])[CH2:17][C:6]=2[CH:5]=1.Cl.[O:31]=[C:32]1[N:41]([CH:42]2[CH2:47][CH2:46][NH:45][CH2:44][CH2:43]2)[CH2:40][C:39]2[C:34](=[CH:35][CH:36]=[CH:37][CH:38]=2)[NH:33]1.ClC1C2NN=CC=2C2CN(CC(C)(C)C)C(=O)[C@H](CC(=O)N3CCC(N4CC5C(=CC=CC=5)NC4=O)CC3)CC=2C=1>>[Cl:3][C:4]1[C:12]2[NH:11][N:10]=[CH:9][C:8]=2[C:7]2[CH2:13][N:14]([CH2:23][C:24]3[CH:25]=[CH:26][N:27]=[CH:28][CH:29]=3)[C:15](=[O:22])[C@H:16]([CH2:18][C:19](=[O:20])[N:45]3[CH2:44][CH2:43][CH:42]([N:41]4[CH2:40][C:39]5[C:34](=[CH:35][CH:36]=[CH:37][CH:38]=5)[NH:33][C:32]4=[O:31])[CH2:47][CH2:46]3)[CH2:17][C:6]=2[CH:5]=1 |f:0.1.2,3.4|. Procedure details: (S)-2-(4-Chloro-8-oxo-9-(pyridin-4-ylmethyl)-3,6,7,8,9,10-hexahydroazepino[3,4-e]indazol-7-yl)acetic acid dihydrochloride (90 mg, 0.23 mmol) and 4-(2-oxo-1,4-dihydro-2H-quinazolin-3-yl) piperidine hydrochloride (75 mg, 0.28 mmol) were reacted following a procedure analogous to the preparation of 4-Chloro-9-(2,2-dimethyl-propyl)-7-(S)-{2-oxo-2-[4-(2-oxo-1,4-dihydro-2H-quinazolin-3-yl)-piperidin-1-yl]-ethyl}-6,7,9,10-tetrahydro-3H-2,3,9-triaza-cyclohepta[e]inden-8-one. Title compound was obtained ... The reactants are OCC1=NC=CC(=C1)C=1C=C(C=CC1)C1=NC2=C(NC(C1)=O)C=C(C(=C2)OCC(F)(F)F)C(F)(F)F (4-[3-(2-hydroxymethyl-pyridin-4-yl)-phenyl]-7-(2,2,2-trifluoro-ethoxy)-8-trifluoromethyl-1,3-dihydro-benzo[b][1,4]diazepin-2-one), S(=O)(Cl)Cl (thionylchloride), [Cl-] (chloride), C[O-].[Na+] (sodium methanolate). Run in C(Cl)Cl (CH2Cl2), CO (MeOH), C(Cl)Cl (CH2Cl2). Yields the product COCC1=NC=CC(=C1)C=1C=C(C=CC1)C1=NC2=C(NC(C1)=O)C=C(C(=C2)OCC(F)(F)F)C(F)(F)F (4-[3-(2-Methoxymethyl-pyridin-4-yl)-phenyl]-7-(2,2,2-trifluoro-ethoxy)-8-trifluoromethyl-1,3-dihydro-benzo[b][1,4]diazepin-2-one), solid. Yield: 36.0%. Reaction SMILES: [OH:1][CH2:2][C:3]1[CH:8]=[C:7]([C:9]2[CH:10]=[C:11]([C:15]3[CH2:21][C:20](=[O:22])[NH:19][C:18]4[CH:23]=[C:24]([C:33]([F:36])([F:35])[F:34])[C:25]([O:27][CH2:28][C:29]([F:32])([F:31])[F:30])=[CH:26][C:17]=4[N:16]=3)[CH:12]=[CH:13][CH:14]=2)[CH:6]=[CH:5][N:4]=1.S(Cl)(Cl)=O.[Cl-].[CH3:42][O-].[Na+]>C(Cl)Cl.CO>[CH3:42][O:1][CH2:2][C:3]1[CH:8]=[C:7]([C:9]2[CH:10]=[C:11]([C:15]3[CH2:21][C:20](=[O:22])[NH:19][C:18]4[CH:23]=[C:24]([C:33]([F:35])([F:36])[F:34])[C:25]([O:27][CH2:28][C:29]([F:30])([F:31])[F:32])=[CH:26][C:17]=4[N:16]=3)[CH:12]=[CH:13][CH:14]=2)[CH:6]=[CH:5][N:4]=1 |f:3.4|. Reported procedure: The title compound was prepared from 4-[3-(2-hydroxymethyl-pyridin-4-yl)-phenyl]-7-(2,2,2-trifluoro-ethoxy)-8-trifluoromethyl-1,3-dihydro-benzo[b][1,4]diazepin-2-one (Example 286) (255 mg, 0.50 mmol) by reaction with thionylchloride in CH2Cl2 and subsequent treatment of the corresponding crude chloride with sodium methanolate (5.4M, 1 ml) in MeOH (5 ml)/CH2Cl2 (5 ml) according to the general procedure of Example 288. Obtained as an off-white solid (94 mg, 36%). Starting materials: C(C)(C)(C)C1=NN(C(=C1)N)C1=CC=C(C=C1)OC (3-tert-butyl-1-(4-methoxyphenyl)-1H-pyrazol-5-amine), ClC(=O)OC1=CC=CC=C1 (phenyl chloroformate). Yields the product title compound, C(C)(C)(C)C1=NN(C(=C1)NC(OC1=CC=CC=C1)=O)C1=CC=C(C=C1)OC (phenyl 3-tert-butyl-1-(4-methoxyphenyl)-1H-pyrazol-5-ylcarbamate). The yield is 67.2%. RXN SMILES: [C:1]([C:5]1[CH:9]=[C:8]([NH2:10])[N:7]([C:11]2[CH:16]=[CH:15][C:14]([O:17][CH3:18])=[CH:13][CH:12]=2)[N:6]=1)([CH3:4])([CH3:3])[CH3:2].Cl[C:20]([O:22][C:23]1[CH:28]=[CH:27][CH:26]=[CH:25][CH:24]=1)=[O:21]>>[C:1]([C:5]1[CH:9]=[C:8]([NH:10][C:20](=[O:21])[O:22][C:23]2[CH:28]=[CH:27][CH:26]=[CH:25][CH:24]=2)[N:7]([C:11]2[CH:12]=[CH:13][C:14]([O:17][CH3:18])=[CH:15][CH:16]=2)[N:6]=1)([CH3:4])([CH3:2])[CH3:3]. Procedure: The title compound was prepared from 3-tert-butyl-1-(4-methoxyphenyl)-1H-pyrazol-5-amine (1.24 g, 5.06 mmol) and phenyl chloroformate (1.90 mL, 15.0 mmol) using the procedure in Example 118A to give phenyl 3-tert-butyl-1-(4-methoxyphenyl)-1H-pyrazol-5-ylcarbamate (1.24 g, 3.40 mmol, 67%). 1H NMR (300 MHz, DMSO-d6) δ 9.96 (br s, 1H), 7.44-7.06 (m, 9H), 6.31 (s, 1H), 3.81 (s, 3H), 1.27 (s, 9H); LC-MS (ESI) m/z 366 (M+H)+. Reactants: C1(=CC=CC=C1)C (toluene), [H-].[Na+] (sodium hydride), S1C(SCCC1)C(=O)OCC (ethyl 1,3 dithiane carboxylate), BrCC1CC1 (bromomethyl cyclopropane). Solvent: CN(C)C=O (DMF). Reaction conditions: time 18 hour. Product: C(C)OC(=O)C1(SCCCS1)CC1CC1 (2-Cyclopropylmethyl-[1,3]dithiane-2-carboxylic acid ethyl ester). Reaction SMILES: [C:1]1([CH3:7])[CH:6]=[CH:5]C=CC=1.[H-].[Na+].[S:10]1[CH2:15][CH2:14][CH2:13][S:12][CH:11]1[C:16]([O:18][CH2:19][CH3:20])=[O:17].BrCC1CC1>CN(C=O)C>[CH2:19]([O:18][C:16]([C:11]1([CH2:7][CH:1]2[CH2:6][CH2:5]2)[S:12][CH2:13][CH2:14][CH2:15][S:10]1)=[O:17])[CH3:20] |f:1.2|. Procedure details: To a flamed dried flask is added dry toluene (80 mL) and sodium hydride (60%, 33.5 mmol, 1.34 g). The reaction is cooled in a ice bath and a solution of ethyl 1,3 dithiane carboxylate (52 mmol, 10 g) and bromomethyl cyclopropane (62.4 mmol, 8.42 g) in DMF (24 mL) are added dropwise over 10 minutes. The ice bath is removed and the reaction is stirred for 18 h. Water is added (50 mL) and the organic layer is separated. The organic layer is washed with brine, dried (Na2SO4), and concentrated to a y... The reactants are BrC1=C(C2=C(C=NN(C2=O)COCC[Si](C)(C)C)N1COCC[Si](C)(C)C)CBr (2-bromo-3-bromomethyl-1,5-bis(2-trimethylsilylethoxymethyl)-1,5-dihydropyrrolo-[2,3-d]pyridazin-4-one), O1CCCC1 (tetrahydrofuran), C1(CCC1)O (cyclobutanol), [H-].[Na+] (sodium hydride). Solvent: O (water). Run at time 30 minute. Product: BrC1=C(C2=C(C=NN(C2=O)COCC[Si](C)(C)C)N1COCC[Si](C)(C)C)COC1CCC1 (2-Bromo-3-cyclobutoxymethyl-1,5-bis(2-trimethylsilylethoxymethyl)-1,5-dihydropyrrolo[2,3-d]pyridazin-4-one). Isolated yield 83.7%. Reaction SMILES: O1CCCC1.[CH:6]1([OH:10])[CH2:9][CH2:8][CH2:7]1.[H-].[Na+].[Br:13][C:14]1[N:31]([CH2:32][O:33][CH2:34][CH2:35][Si:36]([CH3:39])([CH3:38])[CH3:37])[C:17]2[CH:18]=[N:19][N:20]([CH2:23][O:24][CH2:25][CH2:26][Si:27]([CH3:30])([CH3:29])[CH3:28])[C:21](=[O:22])[C:16]=2[C:15]=1[CH2:40]Br>O>[Br:13][C:14]1[N:31]([CH2:32][O:33][CH2:34][CH2:35][Si:36]([CH3:39])([CH3:38])[CH3:37])[C:17]2[CH:18]=[N:19][N:20]([CH2:23][O:24][CH2:25][CH2:26][Si:27]([CH3:30])([CH3:29])[CH3:28])[C:21](=[O:22])[C:16]=2[C:15]=1[CH2:40][O:10][CH:6]1[CH2:9][CH2:8][CH2:7]1 |f:2.3|. Procedure: To 10 ml of dehydrated tetrahydrofuran solution containing 0.89 g (12 mmol) of cyclobutanol was added 0.25 g (6.2 mmol) of sodium hydride (60% dispersed material in mineral oil) under ice-cooling, and the mixture was stirred at room temperature for 30 minutes. To the mixture was further added 0.70 g (1.2 mmol) of 2-bromo-3-bromomethyl-1,5-bis(2-trimethylsilylethoxymethyl)-1,5-dihydropyrrolo-[2,3-d]pyridazin-4-one obtained in Reference example 25-(a), and the mixture was stirred at 45° C. for 1 h... Starting materials: ClC1=CC=C(C=C1)[O-].[Na+] (sodium 4-chlorophenolate), CC(C)(C)C(=O)CBr (α-bromopinacolone). Yields the product ClC1=CC=C(OCC(C(C)(C)C)=O)C=C1 (1-(4-chlorophenoxy)-3,3-dimethylbutan-2-one). RXN SMILES: [Cl:1][C:2]1[CH:7]=[CH:6][C:5]([O-:8])=[CH:4][CH:3]=1.[Na+].[CH3:10][C:11]([C:14]([CH2:16]Br)=[O:15])([CH3:13])[CH3:12]>>[Cl:1][C:2]1[CH:7]=[CH:6][C:5]([O:8][CH2:16][C:14](=[O:15])[C:11]([CH3:13])([CH3:12])[CH3:10])=[CH:4][CH:3]=1 |f:0.1|. Reported procedure: 226 g (1 mol) of 1-(4-chlorophenoxy)-3,3-dimethylbutan-2-one (obtained from sodium 4-chlorophenolate and α-bromopinacolone; in this respect, see German Patent Specification No. 2,201,063), together with 120 g (1.07 mols) of glycerol, 19 g (0.1 mol) of p-toluenesulphonic acid monohydrate and 30 ml of butanol, are dissolved in 1,000 ml of toluene, and the mixture is heated under reflux for 16 hours in a water separator. After the mixture has been cooled, the toluene phase is washed with 4 times 25...